Dataset: the Open Reaction Database (ORD), a public repository of structured organic reaction records. Task: describe an organic reaction: reactants, conditions, products, and yield The reactants are triethylene diamine (1,4-diazabicyclo[2,2,2]-octane), C(C)OC(C(CCC)(CCC)Br)=O (2-bromo-2-propyl pentanoic acid ethyl ester). Run in C(C)#N (acetonitrile), C(C)#N (acetonitrile). Product: C(C)OC(C(=CCC)CCC)=O (2-propyl-2-pentenoic acid ethyl ester). As a reaction SMILES: [CH2:1]([O:3][C:4](=[O:13])[C:5](Br)([CH2:9][CH2:10][CH3:11])[CH2:6][CH2:7][CH3:8])[CH3:2]>C(#N)C>[CH2:1]([O:3][C:4](=[O:13])[C:5]([CH2:9][CH2:10][CH3:11])=[CH:6][CH2:7][CH3:8])[CH3:2]. Procedure: A solution of 100 g of triethylene diamine (1,4-diazabicyclo[2,2,2]-octane) in 400 ml of acetonitrile are added to a solution of 100 g of 2-bromo-2-propyl pentanoic acid ethyl ester in 200 ml of acetonitrile. The colourless reaction mixture is refluxed for 8 hours and precipitation of a white salt starts after only 15 minutes. Subsequently approximately 450 ml of acetonitrile are distilled off and recovered on the rotary evaporator at 200 mbar and 40° C. The oily-crystalline residue is mixed wit... Starting materials: FC(C(=O)O)(F)F (Trifluoroacetic acid), NC1=NC2=CC(=CC=C2C2=C1N=C1N2CCCN1C(=O)OC(C)(C)C)Br (tert-butyl 6-amino-3-bromo-10,11-dihydropyrimido[1′,2′:1,2]imidazo[4,5-c]quinoline-8(9H)-carboxylate), FC(C(=O)O)(F)F (trifluoroacetic acid). The solvent is ClCCl (dichloromethane). Run at time 2 hour. Yields the product FC(C(=O)O)(F)F.BrC1=CC=C2C3=C(C(=NC2=C1)N)N=C1N3CCCN1 (3-bromo-8,9,10,11-tetrahydropyrimido[1′,2′:1,2]imidazo[4,5-c]quinolin-6-amine trifluoroacetate). Reaction SMILES: [F:1][C:2]([F:7])([F:6])[C:3]([OH:5])=[O:4].[NH2:8][C:9]1[C:18]2[N:19]=[C:20]3[N:25](C(OC(C)(C)C)=O)[CH2:24][CH2:23][CH2:22][N:21]3[C:17]=2[C:16]2[C:11](=[CH:12][C:13]([Br:33])=[CH:14][CH:15]=2)[N:10]=1>ClCCl>[F:1][C:2]([F:7])([F:6])[C:3]([OH:5])=[O:4].[Br:33][C:13]1[CH:12]=[C:11]2[C:16]([C:17]3[N:21]4[CH2:22][CH2:23][CH2:24][NH:25][C:20]4=[N:19][C:18]=3[C:9]([NH2:8])=[N:10]2)=[CH:15][CH:14]=1 |f:3.4|. Procedure details: Trifluoroacetic acid (4 mL) was added to a solution of tert-butyl 6-amino-3-bromo-10,11-dihydropyrimido[1′,2′:1,2]imidazo[4,5-c]quinoline-8(9H)-carboxylate (0.16 g) in dichloromethane (0.400 mL), and the resulting solution was stirred for two hours at room temperature. An analysis by LC/MS indicated the presence of starting material, and additional trifluoroacetic acid was added. The reaction was stirred for an additional four hours, concentrated under reduced pressure, and purified according to... The reactants are [N+](=O)([O-])C1=CC=C(C#N)C=C1 (4-nitrobenzonitril), [Cl-].[NH4+] (ammoniumchloride), [N-]=[N+]=[N-].[Na+] (sodium azide), CN(C)C=O (DMF). Reaction conditions: temperature 120 celsius. Yields the product [N+](=O)([O-])C=1C=C(C=CC1)C1=NN=NN1 (5-(3-Nitrophenyl)tetrazole). As a reaction SMILES: [N+:1]([C:4]1[CH:11]=[CH:10][C:7](C#N)=[CH:6][CH:5]=1)([O-:3])=[O:2].[Cl-].[NH4+].[N-:14]=[N+:15]=[N-:16].[Na+].[CH3:18][N:19](C=O)C>>[N+:1]([C:4]1[CH:5]=[C:6]([C:18]2[NH:19][N:16]=[N:15][N:14]=2)[CH:7]=[CH:10][CH:11]=1)([O-:3])=[O:2] |f:1.2,3.4|. Procedure: A mixture of 14.8 g of 4-nitrobenzonitril, 32 g of ammoniumchloride and 39 g of sodium azide in 150 ml of DMF was heated for 2 h at 120° C. After evaporating the solvent, the residue was partitioned between 2N hydrochloric acid and ethyl acetate. The organic layer was dried and evaporated. The residue was washed with ether and dried. M.p. 101-102° C.